From a dataset of the Open Reaction Database (ORD), a public repository of structured organic reaction records. describe an organic reaction: reactants, conditions, products, and yield Reactants: C(=O)O.NCCC1=CC=C(NC2CCN(CC2)C(CCCCC)=O)C=C1 (1-{4-[4-(2-Aminoethyl)anilino]-1-piperidinyl}-1-hexanone formate), C(C)(C)(C)[Si](C1=CC=CC=C1)(C1=CC=CC=C1)OC1=CC=C(C=C1)OCC1OC1 (tert-butyl-(4-oxiranylmethoxy-phenoxy)-diphenyl-silane). Product: O[C@@H](CNCCC1=CC=C(C=C1)NC1CCN(CC1)C(CCCCC)=O)COC1=CC=C(C=C1)O (1-[4-(4-[2-[(2S)-2-Hydroxy-3-(4-hydroxy-phenoxy)-propylamino]-ethyl}-phenylamino)-piperidin-1-yl]-hexan-1-one). Yield: 28.0%. Reaction SMILES: C(O)=O.[NH2:4][CH2:5][CH2:6][C:7]1[CH:26]=[CH:25][C:10]([NH:11][CH:12]2[CH2:17][CH2:16][N:15]([C:18](=[O:24])[CH2:19][CH2:20][CH2:21][CH2:22][CH3:23])[CH2:14][CH2:13]2)=[CH:9][CH:8]=1.C([Si]([O:44][C:45]1[CH:50]=[CH:49][C:48]([O:51][CH2:52][CH:53]2[CH2:55][O:54]2)=[CH:47][CH:46]=1)(C1C=CC=CC=1)C1C=CC=CC=1)(C)(C)C>>[OH:54][C@H:53]([CH2:52][O:51][C:48]1[CH:49]=[CH:50][C:45]([OH:44])=[CH:46][CH:47]=1)[CH2:55][NH:4][CH2:5][CH2:6][C:7]1[CH:26]=[CH:25][C:10]([NH:11][CH:12]2[CH2:17][CH2:16][N:15]([C:18](=[O:24])[CH2:19][CH2:20][CH2:21][CH2:22][CH3:23])[CH2:14][CH2:13]2)=[CH:9][CH:8]=1 |f:0.1|. Reported procedure: 1-{4-[4-(2-Aminoethyl)anilino]-1-piperidinyl}-1-hexanone formate (0.234 g, 0.645 mmol) was reacted with tert-butyl-(4-oxiranylmethoxy-phenoxy)-diphenyl-silane (0.26 g, 0.644 mmol) according to Procedure G to give the title compound (0.13 g, 0.180 mmol). Starting materials: CC1(C2=C(OCCC1)C(=CC=C2)N)C (5,5-dimethyl-2,3,4,5-tetrahydro-benzo[b]oxepin-9-ylamine), C(#N)CCNC(C1=C(C=CC=C1)NC1=NC(=NC=C1Cl)Cl)=O (N-(2-cyano-ethyl)-2-(2,5-dichloro-pyrimidin-4-ylamino)-benzamide). Product: ClC=1C(=NC(=NC1)NC1=CC=CC2=C1OCCCC2(C)C)NC2=C(C(=O)NCCC#N)C=CC=C2 (2-[5-Chloro-2-(5,5-dimethyl-2,3,4,5-tetrahydro-benzo[b]oxepin-9-ylamino)-pyrimidin-4-ylamino]-N-(2-cyano-ethyl)-benzamide), solid. Isolated yield 50.0%. RXN SMILES: [CH3:1][C:2]1([CH3:14])[CH2:8][CH2:7][CH2:6][O:5][C:4]2[C:9]([NH2:13])=[CH:10][CH:11]=[CH:12][C:3]1=2.[C:15]([CH2:17][CH2:18][NH:19][C:20](=[O:36])[C:21]1[CH:26]=[CH:25][CH:24]=[CH:23][C:22]=1[NH:27][C:28]1[C:33]([Cl:34])=[CH:32][N:31]=[C:30](Cl)[N:29]=1)#[N:16]>>[Cl:34][C:33]1[C:28]([NH:27][C:22]2[CH:23]=[CH:24][CH:25]=[CH:26][C:21]=2[C:20]([NH:19][CH2:18][CH2:17][C:15]#[N:16])=[O:36])=[N:29][C:30]([NH:13][C:9]2[C:4]3[O:5][CH2:6][CH2:7][CH2:8][C:2]([CH3:14])([CH3:1])[C:3]=3[CH:12]=[CH:11][CH:10]=2)=[N:31][CH:32]=1. Procedure details: The title compound was prepared from 5,5-dimethyl-2,3,4,5-tetrahydro-benzo[b]oxepin-9-ylamine and N-(2-cyano-ethyl)-2-(2,5-dichloro-pyrimidin-4-ylamino)-benzamide in an analogous manner to Example 179. Product was isolated as a golden brown solid (50 mg, 50%). LCMS (m/e) 491 (M+H); 1H NMR (400 MHz, CDCl3) δ 10.78 (s, 1H), 8.69 (d, 1H, J=8.6 Hz), 8.25 (d, 1H, J=7.8 Hz), 8.12 (s, 1H), 7.80 (s, 1H), 7.53 (m, 2H), 7.12 (t, 1H, J=7.8 Hz), 6.95 (m, 2H), 6.74 (m, 1H), 4.01 (t, 2H, J=5 Hz), 3.73 (dd, 2H...